This data is from the Open Reaction Database (ORD), a public repository of structured organic reaction records. The task is: describe an organic reaction: reactants, conditions, products, and yield Starting materials: Br.BrC1=CC=C(C=C1)C=1N=C(SC1)N (4-(4-bromophenyl)-2-thiazolamine monohydrobromide), CC1=C(C=C(C(=O)NC2=CC(=CC=C2)N2CCOCC2)C=C1)B1OC(C(O1)(C)C)(C)C (4-methyl-N-[3-(4-morpholinyl)phenyl]-3-(4,4,5,5-tetramethyl-[1,3,2]dioxaborolan-2-yl)benzamide), CC1=C(C=C(C(=O)NC2=CC(=CC=C2)N2CCOCC2)C=C1)B1OC(C(O1)(C)C)(C)C (4-methyl-N-[3-(4-morpholinyl)phenyl]-3-(4,4,5,5-tetramethyl-[1,3,2]dioxaborolan-2-yl)benzamide). Product: NC=1SC=C(N1)C1=CC=C(C=C1)C1=CC(=CC=C1C)C(=O)NC1=CC(=CC=C1)N1CCOCC1 (4′-(2-Amino-4-thiazolyl)-6-methyl-N-[3-(4-morpholinyl)phenyl][1,1′-biphenyl]-3-carboxamide). Reaction SMILES: Br.Br[C:3]1[CH:8]=[CH:7][C:6]([C:9]2[N:10]=[C:11]([NH2:14])[S:12][CH:13]=2)=[CH:5][CH:4]=1.[CH3:15][C:16]1[CH:36]=[CH:35][C:19]([C:20]([NH:22][C:23]2[CH:28]=[CH:27][CH:26]=[C:25]([N:29]3[CH2:34][CH2:33][O:32][CH2:31][CH2:30]3)[CH:24]=2)=[O:21])=[CH:18][C:17]=1B1OC(C)(C)C(C)(C)O1>>[NH2:14][C:11]1[S:12][CH:13]=[C:9]([C:6]2[CH:7]=[CH:8][C:3]([C:17]3[C:16]([CH3:15])=[CH:36][CH:35]=[C:19]([C:20]([NH:22][C:23]4[CH:28]=[CH:27][CH:26]=[C:25]([N:29]5[CH2:34][CH2:33][O:32][CH2:31][CH2:30]5)[CH:24]=4)=[O:21])[CH:18]=3)=[CH:4][CH:5]=2)[N:10]=1 |f:0.1|. Reported procedure: Example 1 was prepared using 4-(4-bromophenyl)-2-thiazolamine monohydrobromide and 4-methyl-N-[3-(4-morpholinyl)phenyl]-3-(4,4,5,5-tetramethyl-[1,3,2]dioxaborolan-2-yl)benzamide (Intermediate 5). Starting materials: O=C(OCC1c2ccccc2-c2ccccc21)N1CCN(C2CCN(C(=O)C(Cc3cc(Br)c(O)c(Br)c3)OC(=O)N3CCC(N4CCc5ccccc5NC4=O)CC3)CC2)CC1, C1CCNCC1. The product is O=C(OC(Cc1cc(Br)c(O)c(Br)c1)C(=O)N1CCC(N2CCNCC2)CC1)N1CCC(N2CCc3ccccc3NC2=O)CC1. Reaction SMILES: [Br:1][c:2]1[cH:3][c:4]([CH2:10][CH:11]([C:12](=[O:13])[N:14]2[CH2:15][CH2:16][CH:17]([N:20]3[CH2:21][CH2:22][N:23]([C:26]([O:27][CH2:28][CH:29]4[c:30]5[cH:31][cH:32][cH:33][cH:34][c:35]5-[c:36]5[c:37]4[cH:38][cH:39][cH:40][cH:41]5)=[O:42])[CH2:24][CH2:25]3)[CH2:18][CH2:19]2)[O:43][C:44](=[O:45])[N:46]2[CH2:47][CH2:48][CH:49]([N:52]3[C:53](=[O:63])[NH:54][c:55]4[c:56]([cH:59][cH:60][cH:61][cH:62]4)[CH2:57][CH2:58]3)[CH2:50][CH2:51]2)[cH:5][c:6]([Br:9])[c:7]1[OH:8].[CH2:64]1[CH2:65][CH2:66][NH:67][CH2:68][CH2:69]1>>[Br:1][c:2]1[cH:3][c:4]([CH2:10][CH:11]([C:12](=[O:13])[N:14]2[CH2:15][CH2:16][CH:17]([N:20]3[CH2:21][CH2:22][NH:23][CH2:24][CH2:25]3)[CH2:18][CH2:19]2)[O:43][C:44](=[O:45])[N:46]2[CH2:47][CH2:48][CH:49]([N:52]3[C:53](=[O:63])[NH:54][c:55]4[c:56]([cH:59][cH:60][cH:61][cH:62]4)[CH2:57][CH2:58]3)[CH2:50][CH2:51]2)[cH:5][c:6]([Br:9])[c:7]1[OH:8]. Starting materials: Cl.ClC1=CC=NC=C1 (4-chloropyridine hydrochloride), C(C1=CC=CC=C1)N1C=C(C(C2=CC=C(C=C12)OC)=O)N1CCNCC1 (1-benzyl-3-(piperazin-1-yl)-7-methoxy-4-quinolone), C=1(C(=CC=CC1)C)C (xylene), C(CC(C)C)O (isoamyl alcohol), Cl.ClC1=CC=NC=C1 (4-chloropyridine hydrochloride). Solvent: C(C)N(CC)CC (triethylamine), C(C)N(CC)CC (triethylamine). Reaction conditions: time 30 hour. The product is C(C1=CC=CC=C1)N1C=C(C(C2=CC=C(C=C12)OC)=O)N1CCN(CC1)C1=CC=NC=C1 (1-benzyl-3-(4-(4-pyridyl)piperazin-1-yl)-7-methoxy-4-quinolone). Isolated yield 58.1%. Reaction SMILES: [CH2:1]([N:8]1[C:17]2[C:12](=[CH:13][CH:14]=[C:15]([O:18][CH3:19])[CH:16]=2)[C:11](=[O:20])[C:10]([N:21]2[CH2:26][CH2:25][NH:24][CH2:23][CH2:22]2)=[CH:9]1)[C:2]1[CH:7]=[CH:6][CH:5]=[CH:4][CH:3]=1.C1(C)C(C)=CC=CC=1.C(O)CC(C)C.Cl.Cl[C:43]1[CH:48]=[CH:47][N:46]=[CH:45][CH:44]=1>C(N(CC)CC)C>[CH2:1]([N:8]1[C:17]2[C:12](=[CH:13][CH:14]=[C:15]([O:18][CH3:19])[CH:16]=2)[C:11](=[O:20])[C:10]([N:21]2[CH2:22][CH2:23][N:24]([C:43]3[CH:48]=[CH:47][N:46]=[CH:45][CH:44]=3)[CH2:25][CH2:26]2)=[CH:9]1)[C:2]1[CH:3]=[CH:4][CH:5]=[CH:6][CH:7]=1 |f:3.4|. Procedure details: A mixture of the product of step (v) (1.1 g), xylene (110 ml), isoamyl alcohol (11 ml), 4-chloropyridine hydrochloride (1.1 g) and triethylamine (11 ml) was heated to reflux and stirred for 30 hours. During this period extra aliquots of 4-chloropyridine hydrochloride (6×1.1 g) and triethylamine (3×11 ml) were added at intervals. The reaction mixture was evaporated to dryness and the residue was purified by flash chromatography on silica by elution with methanol/dichloromethane/concentrated ammon... Starting materials: C[Si](C)(C)C=[N+]=[N-] (Trimethylsilyl diazomethane), BrC1=CC(=C(C=C1)CC(=O)O)F (2-(4-bromo-2-fluoro-phenyl)acetic acid), CO (methanol). Run in C1(=CC=CC=C1)C (toluene). Product: BrC1=CC(=C(C=C1)CC(=O)OC)F (methyl 2-(4-bromo-2-fluoro-phenyl)acetate). Isolated yield 91.0%. Reaction SMILES: C[Si](C=[N+]=[N-])(C)C.[Br:8][C:9]1[CH:14]=[CH:13][C:12]([CH2:15][C:16]([OH:18])=[O:17])=[C:11]([F:19])[CH:10]=1.[CH3:20]O>C1(C)C=CC=CC=1>[Br:8][C:9]1[CH:14]=[CH:13][C:12]([CH2:15][C:16]([O:18][CH3:20])=[O:17])=[C:11]([F:19])[CH:10]=1. Reported procedure: Trimethylsilyl diazomethane (11.6 mL of 2 M in toluene, 23.2 mmol) was added dropwise to a solution of 2-(4-bromo-2-fluoro-phenyl)acetic acid (4.5 g, 19.3 mmol) in a mixture of toluene (7.65 mL)/methanol (7.65 mL) under a nitrogen atmosphere at room temperature. The reaction mixture was then quenched with a few drops of acetic acid and the solvents were concentrated in vacuo. The residue was purified by silica gel column chromatography using 0-10% EtOAc-hexanes as eluent to yield methyl 2-(4-bro... Reactants: C1(C=2C(C(N1CCCC1=CC=C(C#N)C=C1)=O)=CC=CC2)=O (4-(3-phthalimidopropyl)benzonitrile), O.NN (hydrazine hydrate). The solvent is CO (methanol). The product is NCCCC1=CC=C(C#N)C=C1 (4-(3-aminopropyl)benzonitrile). The yield is 90.0%. RXN SMILES: C1(=O)[N:5]([CH2:6][CH2:7][CH2:8][C:9]2[CH:16]=[CH:15][C:12]([C:13]#[N:14])=[CH:11][CH:10]=2)C(=O)C2=CC=CC=C12.O.NN>CO>[NH2:5][CH2:6][CH2:7][CH2:8][C:9]1[CH:10]=[CH:11][C:12]([C:13]#[N:14])=[CH:15][CH:16]=1 |f:1.2|. Reported procedure: To a 10 g (30 mmols) portion of 4-(3-phthalimidopropyl)benzonitrile were added 1.89 ml (39 mmols) of hydrazine hydrate and 130 ml of methanol, and the mixture was refluxed for 3 hours, cooled to room temperature and then concentrated. The residue was dissolved in 200 ml of 1 mol dm-3NaOH, followed by extraction with ether. The extract was dried over K2CO3 and concentrated, giving 4.32 g (yield 90%) of 4-(3-aminopropyl)benzonitrile.